From a dataset of the Open Reaction Database (ORD), a public repository of structured organic reaction records. describe an organic reaction: reactants, conditions, products, and yield The reactants are NC1=C(SC=C1)C(=O)OC (methyl 3-aminothiophene-2-carboxylate), CN1CCNCC1 (N-methyl piperazine), CN1CCCC1=O (NMP), C(C)OC=C(C(=O)OCC)C(=O)OCC (diethyl 2-(ethoxymethylene)-malonate). Run in CC#N (CH3CN). Product: S1C=C(C=C1)NC=C(C(=O)OCC)C(=O)OCC (Diethyl 2-((thiophen-3-ylamino)methylene)malonate). Reaction SMILES: [NH2:1][C:2]1[CH:6]=[CH:5][S:4][C:3]=1C(OC)=O.CN1CCNCC1.CN1C(=O)CCC1.C(O[CH:28]=[C:29]([C:35]([O:37][CH2:38][CH3:39])=[O:36])[C:30]([O:32][CH2:33][CH3:34])=[O:31])C>CC#N>[S:4]1[CH:5]=[CH:6][C:2]([NH:1][CH:28]=[C:29]([C:30]([O:32][CH2:33][CH3:34])=[O:31])[C:35]([O:37][CH2:38][CH3:39])=[O:36])=[CH:3]1. Procedure: A mixture of methyl 3-aminothiophene-2-carboxylate 1 (5.0 g, 32 mmol, 1.0 eq), N-methyl piperazine (6.5 g, 64 mmol, 2.0 eq) and NMP (30 mL) was heated to reflux for 16 hours. After the decarboxylation was complete, the reaction mixture was allowed to cool to room temperature and diethyl 2-(ethoxymethylene)-malonate (7.0 g, 32 mmol, 2.0 eq) was added. The reaction mixture was heated to reflux for 4 h. The product was purified using SiO2 column chromatography (Hex/EtOAc; 100:0 to 80:20%) to obtain... Yields the product O=C(Cc1ccc(Cl)cc1)c1ccc(Cl)cc1Cl. Reactants: CCOCC, Cc1ccccc1, N#Cc1ccc(Cl)cc1Cl, ClCCl, ClCc1ccc(Cl)cc1, I, [Mg]. As a reaction SMILES: [CH3:22][CH2:23][O:24][CH2:25][CH3:26].[CH3:27][c:28]1[cH:29][cH:30][cH:31][cH:32][cH:33]1.[Cl:12][c:13]1[c:14]([C:15]#[N:16])[cH:17][cH:18][c:19]([Cl:21])[cH:20]1.[Cl:34][CH2:35][Cl:36].[Cl:3][c:4]1[cH:5][cH:6][c:7]([CH2:8][Cl:9])[cH:10][cH:11]1.[I:2].[Mg:1]>>[Cl:3][c:4]1[cH:5][cH:6][c:7]([CH2:8][C:15]([c:14]2[c:13]([Cl:12])[cH:20][c:19]([Cl:21])[cH:18][cH:17]2)=[O:24])[cH:10][cH:11]1.